Dataset: the Open Reaction Database (ORD), a public repository of structured organic reaction records. Task: describe an organic reaction: reactants, conditions, products, and yield The reactants are COC(=O)c1cc(OCc2c(-c3ccc(F)cc3)noc2CO)nn1C, CC(C)N. Product: CC(C)NC(=O)c1cc(OCc2c(-c3ccc(F)cc3)noc2CO)nn1C. As a reaction SMILES: [CH3:1][O:2][C:3](=[O:4])[c:5]1[n:6]([CH3:26])[n:7][c:8]([O:10][CH2:11][c:12]2[c:13](-[c:19]3[cH:20][cH:21][c:22]([F:25])[cH:23][cH:24]3)[n:14][o:15][c:16]2[CH2:17][OH:18])[cH:9]1.[CH3:27][CH:28]([CH3:29])[NH2:30]>>[O:2]=[C:3]([c:5]1[n:6]([CH3:26])[n:7][c:8]([O:10][CH2:11][c:12]2[c:13](-[c:19]3[cH:20][cH:21][c:22]([F:25])[cH:23][cH:24]3)[n:14][o:15][c:16]2[CH2:17][OH:18])[cH:9]1)[NH:30][CH:28]([CH3:27])[CH3:29].